This data is from the Open Reaction Database (ORD), a public repository of structured organic reaction records. The task is: describe an organic reaction: reactants, conditions, products, and yield Reported procedure: A mixture of 5 g. (0.033 m.) of 3-ethylrhodanine, 12 ml. of triethylorthoacetate and 35 ml. of acetic anhydride is heated under reflux for 18 hours and the solution is then concentrated in vacuo. The cooled residue is filtered and the solid is dissolved in ether. The ether solution is washed with water, dried and evaporated in vacuo to give 5-(1'-ethoxyethylidene)-3-ethylrhodanine. The latter (3.6 g.) is stirred with 15 ml. of dioxane, 15 ml. of water and 15 ml. of 10% sodium hydroxide solution ... Yields the product C(C)OC(C)=C1C(N(C(S1)=S)CC)=O (5-(1'-ethoxyethylidene)-3-ethylrhodanine). Reaction SMILES: [CH2:1]([N:3]1[C:7](=[O:8])[CH2:6][S:5][C:4]1=[S:9])[CH3:2].C(C(CC)(CC)C([O-])([O-])[O-])C.[C:21]([O:24][C:25](=O)[CH3:26])(=O)[CH3:22]>>[CH2:21]([O:24][C:25](=[C:6]1[S:5][C:4](=[S:9])[N:3]([CH2:1][CH3:2])[C:7]1=[O:8])[CH3:26])[CH3:22]. Reactants: C(C)N1C(SCC1=O)=S (3-ethylrhodanine), C(C)C(C([O-])([O-])[O-])(CC)CC (triethylorthoacetate), C(C)(=O)OC(C)=O (acetic anhydride). As a reaction SMILES: C1(S([N:10]2[C:14]3=[N:15][CH:16]=[C:17]([O:19][CH3:20])[CH:18]=[C:13]3[C:12](I)=[CH:11]2)(=O)=O)C=CC=CC=1.C(OC(=O)[N:28]([CH2:37][C:38]1[C:39]([O:45][CH3:46])=[N:40][CH:41]=[C:42]([F:44])[CH:43]=1)[C:29]1[N:34]=[CH:33][C:32]([CH:35]=O)=[CH:31][N:30]=1)(C)(C)C>>[F:44][C:42]1[CH:43]=[C:38]([CH2:37][NH:28][C:29]2[N:30]=[CH:31][C:32]([CH2:35][C:12]3[C:13]4[C:14](=[N:15][CH:16]=[C:17]([O:19][CH3:20])[CH:18]=4)[NH:10][CH:11]=3)=[CH:33][N:34]=2)[C:39]([O:45][CH3:46])=[N:40][CH:41]=1. The reactants are C1(=CC=CC=C1)S(=O)(=O)N1C=C(C=2C1=NC=C(C2)OC)I (1-benzenesulfonyl-3-iodo-5-methoxy-1H-pyrrolo[2,3-b]pyridine), C(C)(C)(C)OC(N(C1=NC=C(C=N1)C=O)CC=1C(=NC=C(C1)F)OC)=O ((5-fluoro-2-methoxy-pyridin-3-ylmethyl)-(5-formyl-pyrimidin-2-yl)-carbamic acid tert-butyl ester). Product: FC=1C=C(C(=NC1)OC)CNC1=NC=C(C=N1)CC1=CNC2=NC=C(C=C21)OC ((5-Fluoro-2-methoxy-pyridin-3-ylmethyl)-[5-(5-methoxy-1H-pyrrolo[2,3-b]pyridin-3-ylmethyl)-pyrimidin-2-yl]-amine). Procedure details: (5-Fluoro-2-methoxy-pyridin-3-ylmethyl)-[5-(5-methoxy-1H-pyrrolo[2,3-b]pyridin-3-ylmethyl)-pyrimidin-2-yl]-amine P-1599 is prepared in three steps from 1-benzenesulfonyl-3-iodo-5-methoxy-1H-pyrrolo[2,3-b]pyridine 16 and (5-fluoro-2-methoxy-pyridin-3-ylmethyl)-(5-formyl-pyrimidin-2-yl)-carbamic acid tert-butyl ester 123 as shown in Scheme 13. Starting materials: ClC1=CC=C(CNC(=O)C=2C(C3=C(N(N2)C)N=CC(=C3)I)=O)C=C1 (N-(4-chlorobenzyl)-6-iodo-1-methyl4-oxo-1,4-dihydropyrido[2,3-c]pyridazine-3-carboxamide), C(C)NCC (diethylamine), C(C#C)O (propargyl alcohol). Reagents/catalysts: Cl[Pd]([P](C1=CC=CC=C1)(C2=CC=CC=C2)C3=CC=CC=C3)([P](C4=CC=CC=C4)(C5=CC=CC=C5)C6=CC=CC=C6)Cl (dichlorobis(triphenylphosphine)palladium), [Cu]I (copper(I) iodide). The solvent is CCOC(=O)C (EtOAc). Run at time 8 hour. Product: ClC1=CC=C(CNC(=O)C=2C(C3=C(N(N2)C)N=CC(=C3)C#CCO)=O)C=C1 (N-(4-Chlorobenzyl)-6-(3-hydroxy-1-propynyl)-1-methyl-4-oxo-1,4-dihydropyrido [2,3-c] pyridazine-3-carboxamide). Yield: 71.0%. RXN SMILES: [Cl:1][C:2]1[CH:24]=[CH:23][C:5]([CH2:6][NH:7][C:8]([C:10]2[C:11](=[O:22])[C:12]3[CH:20]=[C:19](I)[CH:18]=[N:17][C:13]=3[N:14]([CH3:16])[N:15]=2)=[O:9])=[CH:4][CH:3]=1.C(NCC)C.[CH2:30]([OH:33])[C:31]#[CH:32]>CCOC(C)=O.Cl[Pd](Cl)([P](C1C=CC=CC=1)(C1C=CC=CC=1)C1C=CC=CC=1)[P](C1C=CC=CC=1)(C1C=CC=CC=1)C1C=CC=CC=1.[Cu]I>[Cl:1][C:2]1[CH:24]=[CH:23][C:5]([CH2:6][NH:7][C:8]([C:10]2[C:11](=[O:22])[C:12]3[CH:20]=[C:19]([C:32]#[C:31][CH2:30][OH:33])[CH:18]=[N:17][C:13]=3[N:14]([CH3:16])[N:15]=2)=[O:9])=[CH:4][CH:3]=1 |^1:42,61|. Procedure details: Under an argon atmosphere, a mixture of N-(4-chlorobenzyl)-6-iodo-1-methyl4-oxo-1,4-dihydropyrido[2,3-c]pyridazine-3-carboxamide (Preparation 23, 0.053 g), dichlorobis(triphenylphosphine)palladium (II) (4.1 mg), copper(I) iodide (18.3 mg), and diethylamine (1.5 mL) is treated with a solution of propargyl alcohol (11 μL). The reaction mixture is stirred at room temperature overnight. The mixture is diluted with EtOAc and then filtered through a Celite-packed, sintered-glass funnel. The cake is wa... The reactants are C([O-])(O)=O.[Na+] (sodium bicarbonate), Br.NC=1C(=C(C=CC1)C1=CC=C(S1)C(=O)O)O (5-(3-amino-2-hydroxy-phenyl)-thiophene-2-carboxylic acid hydrobromide), CC=1CC(N(N1)C=1C=C2C(CCC2=CC1)C)=O (5-methyl-2-(3-methyl-indan-5-yl)-2,4-dihydro-pyrazol-3-one), N(=O)[O-].[Na+] (sodium nitrite). Solvent: Cl (hydrochloric acid). Run at time 20 minute. Product: OC1=C(C=CC=C1NN=C1C(=NN(C1=O)C=1C=C2C(CCC2=CC1)C)C)C1=CC=C(S1)C(=O)O (5-(2-hydroxy-3-{N′-[3-methyl-1-(3-methyl-indan-5-yl)-5-oxo-1,5-dihydro-pyrazol-4-ylidene]-hydrazino}-phenyl)-thiophene-2-carboxylic acid). Isolated yield 19.0%. As a reaction SMILES: Br.[NH2:2][C:3]1[C:4]([OH:17])=[C:5]([C:9]2[S:13][C:12]([C:14]([OH:16])=[O:15])=[CH:11][CH:10]=2)[CH:6]=[CH:7][CH:8]=1.[N:18]([O-])=O.[Na+].[CH3:22][C:23]1[CH2:24][C:25](=[O:38])[N:26]([C:28]2[CH:29]=[C:30]3[C:34](=[CH:35][CH:36]=2)[CH2:33][CH2:32][CH:31]3[CH3:37])[N:27]=1.C(=O)(O)[O-].[Na+]>Cl>[OH:17][C:4]1[C:3]([NH:2][N:18]=[C:24]2[C:25](=[O:38])[N:26]([C:28]3[CH:29]=[C:30]4[C:34](=[CH:35][CH:36]=3)[CH2:33][CH2:32][CH:31]4[CH3:37])[N:27]=[C:23]2[CH3:22])=[CH:8][CH:7]=[CH:6][C:5]=1[C:9]1[S:13][C:12]([C:14]([OH:16])=[O:15])=[CH:11][CH:10]=1 |f:0.1,2.3,5.6|. Procedure details: 5-(3-Amino-2-hydroxy-phenyl)-thiophene-2-carboxylic acid hydrobromide 12c (351 mg, 1.11 mmol) was dissolved in 3.7 mL of hydrochloric acid (1 N) upon cooling by an ice-water bath, followed by dropwise addition of 1.5 mL of aqueous sodium nitrite (85 mg, 1.22 mmol). After the mixture was stirred for 20 minutes, 5-methyl-2-(3-methyl-indan-5-yl)-2,4-dihydro-pyrazol-3-one 38f (228 mg, 1 mmol) was added. The mixture was adjusted to pH 8 with saturated aqueous sodium bicarbonate. Then the generated bu... Starting materials: COC1=C(C=CC=C1)S(=O)(=O)SC1C(C(N1/C(/C(=O)O)=C(/C)\OC)=O)NC(COC1=CC=CC=C1)=O (2-[4-(o-methoxybenzensulphonylthio)-3-phenoxyacetamido-2-oxoazetidin-1-yl]-3-methoxy-isocrotonic acid), C(C(=O)Cl)(=O)Cl (oxalyl chloride). Reagents/catalysts: CN(C=O)C (dimethylformamide). Run in O1CCOCC1 (dioxane), O1CCOCC1 (dioxane). Run at time 2 hour. The product is COC1=C(C=CC=C1)S(=O)(=O)SC1C(C(N1/C(/C(=O)Cl)=C(/C)\OC)=O)NC(COC1=CC=CC=C1)=O (2-[4-(o-methoxybenzenesulphonylthio)-3-phenoxyacetamido-2-oxoazetidin-1yl]-3-methoxy-isocrotonic acid chloride). Reaction SMILES: [CH3:1][O:2][C:3]1[CH:8]=[CH:7][CH:6]=[CH:5][C:4]=1[S:9]([S:12][CH:13]1[N:16](/[C:17](=[C:21](\[O:23][CH3:24])/[CH3:22])/[C:18](O)=[O:19])[C:15](=[O:25])[CH:14]1[NH:26][C:27](=[O:36])[CH2:28][O:29][C:30]1[CH:35]=[CH:34][CH:33]=[CH:32][CH:31]=1)(=[O:11])=[O:10].C(Cl)(=O)C([Cl:40])=O>CN(C)C=O.O1CCOCC1>[CH3:1][O:2][C:3]1[CH:8]=[CH:7][CH:6]=[CH:5][C:4]=1[S:9]([S:12][CH:13]1[N:16](/[C:17](=[C:21](\[O:23][CH3:24])/[CH3:22])/[C:18]([Cl:40])=[O:19])[C:15](=[O:25])[CH:14]1[NH:26][C:27](=[O:36])[CH2:28][O:29][C:30]1[CH:35]=[CH:34][CH:33]=[CH:32][CH:31]=1)(=[O:11])=[O:10]. Reported procedure: One drop of dimethylformamide in dioxane is added to a soltuion of 54 mg (0.1 mM) of 2-[4-(o-methoxybenzensulphonylthio)-3-phenoxyacetamido-2-oxoazetidin-1-yl]-3-methoxy-isocrotonic acid in 0.5 ml of a 10% strength solution of oxalyl chloride in dioxane, whereupon an evolution of gas occurs immediately. The mixture is stirred for 2 hours at room temperature and the solvent and the excess oxalyl chloride are evaporated off in vacuo. The residue is dried in a high vacuum and gives 2-[4-(o-methoxyb... Starting materials: CCOC(=O)C(C(=O)OCC)C(=O)c1cc(F)c(F)c(Br)c1Cl, O, Cc1ccc(S(=O)(=O)O)cc1. Product: CCOC(=O)CC(=O)c1cc(F)c(F)c(Br)c1Cl. RXN SMILES: [Br:1][c:2]1[c:3]([Cl:23])[c:4]([C:5](=[O:6])[CH:7]([C:8](=[O:9])[O:10][CH2:11][CH3:12])[C:13]([O:14][CH2:15][CH3:16])=[O:17])[cH:18][c:19]([F:22])[c:20]1[F:21].[OH2:35].[c:24]1([CH3:25])[cH:26][cH:27][c:28]([S:29]([OH:30])(=[O:31])=[O:32])[cH:33][cH:34]1>>[Br:1][c:2]1[c:3]([Cl:23])[c:4]([C:5](=[O:6])[CH2:7][C:8](=[O:9])[O:10][CH2:11][CH3:12])[cH:18][c:19]([F:22])[c:20]1[F:21]. The reactants are CCN=C=NCCCN(C)C, CCN(C(C)C)C(C)C, O=C(O)c1cc2cc(Cl)ccc2[nH]1, Cl, Cl, NC1COc2ccccc2NC1=O, C1CCOC1, On1nnc2cccnc21. Yields the product O=C(NC1COc2ccccc2NC1=O)c1cc2cc(Cl)ccc2[nH]1. Reaction SMILES: [CH3:39][N:40]([CH3:41])[CH2:42][CH2:43][CH2:44][N:45]=[C:46]=[N:47][CH2:48][CH3:49].[CH:50]([N:51]([CH:52]([CH3:53])[CH3:54])[CH2:55][CH3:56])([CH3:57])[CH3:58].[Cl:15][c:16]1[cH:17][c:18]2[cH:19][c:20]([C:25](=[O:26])[OH:27])[nH:21][c:22]2[cH:23][cH:24]1.[ClH:1].[ClH:38].[NH2:2][CH:3]1[CH2:4][O:5][c:6]2[c:7]([cH:11][cH:12][cH:13][cH:14]2)[NH:8][C:9]1=[O:10].[O:59]1[CH2:60][CH2:61][CH2:62][CH2:63]1.[OH:28][n:29]1[c:30]2[n:31][cH:32][cH:33][cH:34][c:35]2[n:36][n:37]1>>[NH:2]([CH:3]1[CH2:4][O:5][c:6]2[c:7]([cH:11][cH:12][cH:13][cH:14]2)[NH:8][C:9]1=[O:10])[C:25]([c:20]1[cH:19][c:18]2[cH:17][c:16]([Cl:15])[cH:24][cH:23][c:22]2[nH:21]1)=[O:26]. Reactants: C(C)(C)(C)OC(CN1C(NC2=CC(=CC=C2C1=O)C(=O)C1=C(C(=C2C=CC=CN12)C1=CC=C(C(=O)OCC2=CC=CC=C2)C=C1)C)=O)=O (benzyl 4-(3-{[3-(2-tert-butoxy-2-oxoethyl)-2,4-dioxo-1,2,3,4-tetrahydroquinazolin-7-yl]carbonyl}-2-methylindolizin-1-yl)benzoate), C(=O)[O-].[NH4+] (ammonium formate). Reagents/catalysts: [Pd] (Palladium on carbon). The solvent is C(C)(C)OC(C)C (diisopropyl ether), CN(C)C=O (DMF). Run at time 3 hour. The product is C(C)(C)(C)OC(CN1C(NC2=CC(=CC=C2C1=O)C(=O)C1=C(C(=C2C=CC=CN12)C1=CC=C(C(=O)O)C=C1)C)=O)=O (4-(3-{[3-(2-tert-butoxy-2-oxoethyl)-2,4-dioxo-1,2,3,4-tetrahydroquinazolin-7-yl]carbonyl}-2-methylindolizin-1-yl)benzoic acid). Isolated yield 85.3%. Reaction SMILES: [C:1]([O:5][C:6](=[O:48])[CH2:7][N:8]1[C:17](=[O:18])[C:16]2[C:11](=[CH:12][C:13]([C:19]([C:21]3[N:29]4[C:24]([CH:25]=[CH:26][CH:27]=[CH:28]4)=[C:23]([C:30]4[CH:45]=[CH:44][C:33]([C:34]([O:36]CC5C=CC=CC=5)=[O:35])=[CH:32][CH:31]=4)[C:22]=3[CH3:46])=[O:20])=[CH:14][CH:15]=2)[NH:10][C:9]1=[O:47])([CH3:4])([CH3:3])[CH3:2].C([O-])=O.[NH4+]>[Pd].CN(C=O)C.C(OC(C)C)(C)C>[C:1]([O:5][C:6](=[O:48])[CH2:7][N:8]1[C:17](=[O:18])[C:16]2[C:11](=[CH:12][C:13]([C:19]([C:21]3[N:29]4[C:24]([CH:25]=[CH:26][CH:27]=[CH:28]4)=[C:23]([C:30]4[CH:45]=[CH:44][C:33]([C:34]([OH:36])=[O:35])=[CH:32][CH:31]=4)[C:22]=3[CH3:46])=[O:20])=[CH:14][CH:15]=2)[NH:10][C:9]1=[O:47])([CH3:4])([CH3:2])[CH3:3] |f:1.2|. Procedure: Palladium on carbon (10% active, 0.2 g) and benzyl 4-(3-{[3-(2-tert-butoxy-2-oxoethyl)-2,4-dioxo-1,2,3,4-tetrahydroquinazolin-7-yl]carbonyl}-2-methylindolizin-1-yl)benzoate (1 g, 1.55 mmol) are added, under nitrogen, to ammonium formate (0.97 g, 15.54 mmol) in solution in 15 mL of DMF. The reaction mixture is stirred for 3 h at ambient temperature and filtered through Celite, and the filtrate is concentrated to dryness. The solid obtained is taken up in diisopropyl ether. After filtration and dr...